Dataset: the Open Reaction Database (ORD), a public repository of structured organic reaction records. Task: describe an organic reaction: reactants, conditions, products, and yield Starting materials: Cl (HCl), solution, [H-].C(C(C)C)[Al+]CC(C)C (diisobutylaluminum hydride), C1(=CC=CC=C1)C (toluene), C(C)(=O)OCC (ethyl acetate), C1(=CC=CC=C1)C(C#N)(CC=C)COCC[Si](C)(C)C (2-phenyl-2-(2-(trimethylsilyl)ethoxymethyl)-pent-4-enenitrile). The solvent is C(C)OCC (ethyl ether), C(C)OCC (ethyl ether). Reaction conditions: time 2.5 hour. Product: C1(=CC=CC=C1)C(C=O)(CC=C)COCC[Si](C)(C)C (2-Phenyl-2-(2-(trimethylsilyl)ethoxymethyl)pent-4-enal). Yield: 39.2%. As a reaction SMILES: [C:1]1([C:7]([CH2:13][O:14][CH2:15][CH2:16][Si:17]([CH3:20])([CH3:19])[CH3:18])([CH2:10][CH:11]=[CH2:12])[C:8]#N)[CH:6]=[CH:5][CH:4]=[CH:3][CH:2]=1.[H-].C([Al+]CC(C)C)C(C)C.C1(C)C=CC=CC=1.C(OCC)(=[O:40])C.Cl>C(OCC)C>[C:1]1([C:7]([CH2:13][O:14][CH2:15][CH2:16][Si:17]([CH3:20])([CH3:19])[CH3:18])([CH2:10][CH:11]=[CH2:12])[CH:8]=[O:40])[CH:6]=[CH:5][CH:4]=[CH:3][CH:2]=1 |f:1.2|. Procedure details: A solution of 2-phenyl-2-(2-(trimethylsilyl)ethoxymethyl)-pent-4-enenitrile (354 mg, 1.23 mmol) in ethyl ether (1.0 mL) was cooled in an ice bath and a 1.5 M solution of diisobutylaluminum hydride in toluene (1.25 mL, 1.88 mmol) was added. After 2.5 h, ethyl acetate (0.30 mL, 270 mg, 3.1 mmol) was added and the mixture was transferred to a stirred mixture of 30 mL of ethyl ether and 10 mL of 2 N aqueous HCl at 0° C. After 10 min, the layers were separated and the aqueous layer was stirred for 0.... Starting materials: C(C1=CC=CC=C1)N1CCC(CC1)NC(C(C)(C)C1=C(C=CC(=C1)F)Br)=O (N-(1-benzylpiperidin-4-yl)-2-(2-bromo-5-fluorophenyl)-2-methylpropanamide), C1(=CC=CC=C1)B(O)O (phenyl boronic acid), C1(CCCCC1)P(C1=C(C=CC=C1)C1=C(C=C(C=C1C(C)C)C(C)C)C(C)C)C1CCCCC1 (dicyclohexyl(2′,4′,6′-triisopropylbiphenyl-2-yl)phosphine), C([O-])([O-])=O.[K+].[K+] (potassium carbonate). Reagents/catalysts: C(C)(=O)[O-].[Pd+2].C(C)(=O)[O-] (palladium acetate). The solvent is C(C)(C)(C)O (t-butyl alcohol). Product: C(C1=CC=CC=C1)N1CCC(CC1)N1C(C(C2=CC(=CC=C12)F)(C)C)=O (1-(1-benzylpiperidin-4-yl)-5-fluoro-3,3-dimethylindolin-2-one). Yield: 76.4%. Reaction SMILES: [CH2:1]([N:8]1[CH2:13][CH2:12][CH:11]([NH:14][C:15](=[O:27])[C:16]([C:19]2[CH:24]=[C:23]([F:25])[CH:22]=[CH:21][C:20]=2Br)([CH3:18])[CH3:17])[CH2:10][CH2:9]1)[C:2]1[CH:7]=[CH:6][CH:5]=[CH:4][CH:3]=1.C1(B(O)O)C=CC=CC=1.C1(P(C2CCCCC2)C2C=CC=CC=2C2C(C(C)C)=CC(C(C)C)=CC=2C(C)C)CCCCC1.C(=O)([O-])[O-].[K+].[K+]>C([O-])(=O)C.[Pd+2].C([O-])(=O)C.C(O)(C)(C)C>[CH2:1]([N:8]1[CH2:13][CH2:12][CH:11]([N:14]2[C:20]3[C:19](=[CH:24][C:23]([F:25])=[CH:22][CH:21]=3)[C:16]([CH3:18])([CH3:17])[C:15]2=[O:27])[CH2:10][CH2:9]1)[C:2]1[CH:7]=[CH:6][CH:5]=[CH:4][CH:3]=1 |f:3.4.5,6.7.8|. Procedure: A mixture of N-(1-benzylpiperidin-4-yl)-2-(2-bromo-5-fluorophenyl)-2-methylpropanamide (275 mg, 0.635 mmol, EXAMPLE 44, Step 2), palladium acetate (14 mg, 0.063 mmol), phenyl boronic acid (15 mg, 0.13 mmol), dicyclohexyl(2′,4′,6′-triisopropylbiphenyl-2-yl)phosphine (30 mg, 0.063 mmol), potassium carbonate (220 mg, 1.6 mmol) and t-butyl alcohol (15 mL) was refluxed under nitrogen atmosphere for 14 h. The mixture was cooled to room temperature, filtered, and concentrated under reduced pressure. Th... Starting materials: CC(C)(C)[Si](C)(C)OCc1ccc2c(c1)nc(N)c1nc(Cl)ccc12, CCCC[N+](CCCC)(CCCC)CCCC, C1CCOC1, [F-]. RXN SMILES: [C:1]([Si:2]([CH3:3])([CH3:4])[O:6][CH2:7][c:8]1[cH:9][c:10]2[c:11]([c:12]3[cH:13][cH:14][c:15]([Cl:21])[n:16][c:17]3[c:18]([NH2:20])[n:19]2)[cH:22][cH:23]1)([CH3:5])([CH3:24])[CH3:25].[CH2:27]([N+:28]([CH2:29][CH2:30][CH2:31][CH3:32])([CH2:33][CH2:34][CH2:35][CH3:36])[CH2:37][CH2:38][CH2:39][CH3:40])[CH2:41][CH2:42][CH3:43].[CH2:44]1[O:45][CH2:46][CH2:47][CH2:48]1.[F-:26]>>[OH:6][CH2:7][c:8]1[cH:9][c:10]2[c:11]([c:12]3[cH:13][cH:14][c:15]([Cl:21])[n:16][c:17]3[c:18]([NH2:20])[n:19]2)[cH:22][cH:23]1. Yields the product Nc1nc2cc(CO)ccc2c2ccc(Cl)nc12. Starting materials: BrC1=CC=C2OCCN3C=C(N=C3C2=C1)C1=NC=NN1C(C)C (13-bromo-4-[1-(propan-2-yl)-1H-1,2,4-triazol-5-yl]-9-oxa-3,6-diazatricyclo[8.4.0.02,6]tetradeca1(14),2,4,10,12-pentaene), CN1CCC(CC1)C1NCCC1 (1-methyl-4-(pyrrolidin-2-yl)piperidine), CC(C)(C)[O-].[Na+] (NaOtBu). The reagents and catalysts are CC(C)([P](C(C)(C)C)([Pd][P](C(C)(C)C)(C(C)(C)C)C(C)(C)C)C(C)(C)C)C (Pd(PtBu3)2). The solvent is C1(=CC=CC=C1)C (toluene). Reaction conditions: temperature 110 celsius, time 1 hour. Yields the product C(C)(C)N1N=CN=C1C=1N=C2N(CCOC3=C2C=C(C=C3)N3C(CCC3)C3CCN(CC3)C)C1 (2-(1-isopropyl-1H-1,2,4-triazol-5-yl)-10-(2-(1-methylpiperidin-4-yl)pyrrolidin-1-yl)-5,6-dihydrobenzo[f]imidazo[1,2-d][1,4]oxazepine). Reaction SMILES: Br[C:2]1[CH:15]=[C:14]2[C:5]([O:6][CH2:7][CH2:8][N:9]3[C:13]2=[N:12][C:11]([C:16]2[N:20]([CH:21]([CH3:23])[CH3:22])[N:19]=[CH:18][N:17]=2)=[CH:10]3)=[CH:4][CH:3]=1.[CH3:24][N:25]1[CH2:30][CH2:29][CH:28]([CH:31]2[CH2:35][CH2:34][CH2:33][NH:32]2)[CH2:27][CH2:26]1.CC([O-])(C)C.[Na+]>C1(C)C=CC=CC=1.CC(C)([P](C(C)(C)C)([Pd][P](C(C)(C)C)(C(C)(C)C)C(C)(C)C)C(C)(C)C)C>[CH:21]([N:20]1[C:16]([C:11]2[N:12]=[C:13]3[C:14]4[CH:15]=[C:2]([N:32]5[CH2:33][CH2:34][CH2:35][CH:31]5[CH:28]5[CH2:27][CH2:26][N:25]([CH3:24])[CH2:30][CH2:29]5)[CH:3]=[CH:4][C:5]=4[O:6][CH2:7][CH2:8][N:9]3[CH:10]=2)=[N:17][CH:18]=[N:19]1)([CH3:23])[CH3:22] |f:2.3,^1:51,57|. Reported procedure: A mixture of 13-bromo-4-[1-(propan-2-yl)-1H-1,2,4-triazol-5-yl]-9-oxa-3,6-diazatricyclo[8.4.0.02,6]tetradeca1(14),2,4,10,12-pentaene (200 mg, 0.540 mmol), 1-methyl-4-(pyrrolidin-2-yl)piperidine (108 mg, 0.640 mmol), Pd(PtBu3)2 (7 mg, 0.015 mmol), NaOtBu (155 mg, 1.62 mmol) in toluene (2 ml) in a seal tube was degassed with N2 for three times. The resulting mixture was stirred at 110° C. for 1 h. The solid was filtered off through Celite. The filtrate was concentrated to give the crude product, w... The reactants are CCOCC, CCOC(=O)C=CC(F)(F)F, [K+], [K+], O=Cc1cc([N+](=O)[O-])ccc1O, O=C([O-])[O-], CN(C)C=O, O. Product: CCOC(=O)C1=Cc2cc([N+](=O)[O-])ccc2OC1C(F)(F)F. RXN SMILES: [CH3:36][CH2:37][O:38][CH2:39][CH3:40].[F:13][C:14]([CH:15]=[CH:16][C:17](=[O:18])[O:19][CH2:20][CH3:21])([F:22])[F:23].[K+:24].[K+:25].[N+:1](=[O:2])([O-:3])[c:4]1[cH:5][cH:6][c:7]([OH:12])[c:8]([CH:9]=[O:10])[cH:11]1.[O-:26][C:27]([O-:28])=[O:29].[O:30]=[CH:31][N:32]([CH3:33])[CH3:34].[OH2:35]>>[N+:1](=[O:2])([O-:3])[c:4]1[cH:5][cH:6][c:7]2[c:8]([cH:11]1)[CH:9]=[C:16]([C:17](=[O:18])[O:19][CH2:20][CH3:21])[CH:15]([C:14]([F:13])([F:22])[F:23])[O:12]2. Starting materials: N1=CC(=CC=C1)C(=O)OCOC(=O)N(C)CCCN1C2=C(CCC3=C1C=CC=C3)C=CC=C2 ([{N-[3-(10,11-Dihydro-5H-dibenz[b,f]-azepin-5-yl)]propyl-N-methylamino}carbonyloxy]methyl 3-pyridinecarboxylate), CI (methyl iodide). The solvent is [N+](=O)([O-])C (nitromethane). The product is [I-].C1=CC=CC=2N(C3=C(CCC21)C=CC=C3)CCCN(C)C(=O)OCOC(=O)C=3C=[N+](C=CC3)C (3-[{N-[3-(10,11-Dihydro-5H-dibenz[b,f]azepin-5-yl)]propyl-N-methylamino}carbonyloxy]methoxycarbonyl-1-methylpyridinium iodide). Yield: 83.0%. RXN SMILES: [N:1]1[CH:6]=[CH:5][CH:4]=[C:3]([C:7]([O:9][CH2:10][O:11][C:12]([N:14]([CH2:16][CH2:17][CH2:18][N:19]2[C:25]3[CH:26]=[CH:27][CH:28]=[CH:29][C:24]=3[CH2:23][CH2:22][C:21]3[CH:30]=[CH:31][CH:32]=[CH:33][C:20]2=3)[CH3:15])=[O:13])=[O:8])[CH:2]=1.[CH3:34][I:35]>[N+](C)([O-])=O>[I-:35].[CH:30]1[C:21]2[CH2:22][CH2:23][C:24]3[CH:29]=[CH:28][CH:27]=[CH:26][C:25]=3[N:19]([CH2:18][CH2:17][CH2:16][N:14]([C:12]([O:11][CH2:10][O:9][C:7]([C:3]3[CH:2]=[N+:1]([CH3:34])[CH:6]=[CH:5][CH:4]=3)=[O:8])=[O:13])[CH3:15])[C:20]=2[CH:33]=[CH:32][CH:31]=1 |f:3.4|. Reported procedure: Eight-tenths gram (0.0018 mol) of the product of Example 52 in 30 mL of nitromethane was methylated with 0.8 methyl iodide at 25°-30° C. for 48 hours. The solvent was removed in vacuo and the residue was slurried with ethyl ether, filtered and dried over P2O5. The quaternary salt was obtained in 83% yield (0.88 g) as a light yellow solid melting at 172°-175° C. (dec.) and having the structural formula: ##STR96## The reactants are Clc1cc(Cl)n2nc(-c3ccccc3)cc2n1, OCCN1CCNCC1. Yields the product OCCN1CCN(c2cc(Cl)nc3cc(-c4ccccc4)nn23)CC1. As a reaction SMILES: [Cl:1][c:2]1[n:3][c:4]2[n:5]([c:6]([Cl:8])[cH:7]1)[n:9][c:10](-[c:12]1[cH:13][cH:14][cH:15][cH:16][cH:17]1)[cH:11]2.[OH:18][CH2:19][CH2:20][N:21]1[CH2:22][CH2:23][NH:24][CH2:25][CH2:26]1>>[Cl:1][c:2]1[n:3][c:4]2[n:5]([c:6]([N:24]3[CH2:23][CH2:22][N:21]([CH2:20][CH2:19][OH:18])[CH2:26][CH2:25]3)[cH:7]1)[n:9][c:10](-[c:12]1[cH:13][cH:14][cH:15][cH:16][cH:17]1)[cH:11]2. Reactants: O=C(OCc1ccccc1)N1CCCC(c2nnn[nH]2)C1, CO, [H][H]. Product: C1CNCC(c2nnn[nH]2)C1. As a reaction SMILES: [CH2:1]([O:2][C:3](=[O:4])[N:11]1[CH2:12][CH:13]([c:17]2[n:18][n:19][n:20][nH:21]2)[CH2:14][CH2:15][CH2:16]1)[c:5]1[cH:6][cH:7][cH:8][cH:9][cH:10]1.[CH3:24][OH:25].[H:22][H:23]>>[NH:11]1[CH2:12][CH:13]([c:17]2[n:18][n:19][n:20][nH:21]2)[CH2:14][CH2:15][CH2:16]1. Starting materials: ClCCCNS(=O)(=O)C1CCCOC2=C1C=CC=C2 (5-(3-chloropropylsulfamoyl)-2,3,4,5-tetrahydro-1-benzoxepine), FC1=CC=C(C=C1)CC1=CC=C(C=C1)N1CCNCC1 (1-[4-(4-fluorophenyl)methylphenyl]piperazine). The product is FC1=CC=C(C=C1)CC1=CC=C(C=C1)N1CCN(CC1)CCCNS(=O)(=O)C1CCCOC2=C1C=CC=C2 (5-[3-(4-(4-(4-fluorophenyl)methylphenyl)piperazin-1-yl) propylsulfamoyl]-2,3,4,5-tetrahydro-1-benzoxepine). As a reaction SMILES: Cl[CH2:2][CH2:3][CH2:4][NH:5][S:6]([CH:9]1[C:15]2[CH:16]=[CH:17][CH:18]=[CH:19][C:14]=2[O:13][CH2:12][CH2:11][CH2:10]1)(=[O:8])=[O:7].[F:20][C:21]1[CH:26]=[CH:25][C:24]([CH2:27][C:28]2[CH:33]=[CH:32][C:31]([N:34]3[CH2:39][CH2:38][NH:37][CH2:36][CH2:35]3)=[CH:30][CH:29]=2)=[CH:23][CH:22]=1>>[F:20][C:21]1[CH:22]=[CH:23][C:24]([CH2:27][C:28]2[CH:33]=[CH:32][C:31]([N:34]3[CH2:35][CH2:36][N:37]([CH2:2][CH2:3][CH2:4][NH:5][S:6]([CH:9]4[C:15]5[CH:16]=[CH:17][CH:18]=[CH:19][C:14]=5[O:13][CH2:12][CH2:11][CH2:10]4)(=[O:8])=[O:7])[CH2:38][CH2:39]3)=[CH:30][CH:29]=2)=[CH:25][CH:26]=1. Procedure: The compound (10) synthesized in Reference Example 10 and the compound (5) synthesized in Reference Example 5 were used to produce the above compound in the same way as Example 1.